Dataset: the Open Reaction Database (ORD), a public repository of structured organic reaction records. Task: describe an organic reaction: reactants, conditions, products, and yield Starting materials: [F-].[K+] (potassium fluoride), C1(CCCC1)OC=1C=C(C=CC1OC)C1(CC(CCC1)=O)C#C[Si](C)(C)C (3-(3-cyclopentyloxy-4-methoxyphenyl)-3-trimethylsilylethynylcyclohexan-1-one), O (H2O). Run in CN(C=O)C (N,N-dimethylformamide). Run at time 18 hour. Product: C1(CCCC1)OC=1C=C(C=CC1OC)C1(CC(CCC1)=O)C#C (3-(3-cyclopentyloxy-4-methoxyphenyl)-3-ethynylcyclohexan-1-one). As a reaction SMILES: [F-].[K+].[CH:3]1([O:8][C:9]2[CH:10]=[C:11]([C:17]3([C:24]#[C:25][Si](C)(C)C)[CH2:22][CH2:21][CH2:20][C:19](=[O:23])[CH2:18]3)[CH:12]=[CH:13][C:14]=2[O:15][CH3:16])[CH2:7][CH2:6][CH2:5][CH2:4]1.O>CN(C)C=O>[CH:3]1([O:8][C:9]2[CH:10]=[C:11]([C:17]3([C:24]#[CH:25])[CH2:22][CH2:21][CH2:20][C:19](=[O:23])[CH2:18]3)[CH:12]=[CH:13][C:14]=2[O:15][CH3:16])[CH2:4][CH2:5][CH2:6][CH2:7]1 |f:0.1|. Procedure details: A mixture of potassium fluoride (900 mg, 15.6 mmol) and 3-(3-cyclopentyloxy-4-methoxyphenyl)-3-trimethylsilylethynylcyclohexan-1-one (0.3 g, 0.78 mmol) were stirred in dry N,N-dimethylformamide (3 mL) under an argon atmosphere. After 18 h, the solvent was removed in vacuo, the residue was partitioned between water and ethyl acetate, the aqueous layer was extracted twice with ethyl acetate, the combined extract was dried (magnesium sulfate) and was evaporated. Purification by flash chromatography... Run at time 1 hour. The reactants are P(=O)(Cl)(Cl)Cl (Phosphorus oxychloride), CN(C1=CC=CC=C1)C=O (N-methylformanilide), CC1=C(O)C=CC=C1O (2-Methyl resorcinol). Procedure: Phosphorus oxychloride (80 mL, 0.86 mol) was added to a stirred mixture of N-methylformanilide (102 mL, 0.82 mol) in ether (250 mL). The mixture was stirred for 1 hour at room temperature and then cooled in ice. 2-Methyl resorcinol (Aldrich, 100 g, 0.81 mol) was added and the mixture was allowed to warm to room temperature while stirring overnight. The precipitated intermediate product was collected by filtration and rinsed with ether (3×). the intermediate was hydrolyzed by dissolving in a mixt... As a reaction SMILES: P(Cl)(Cl)(Cl)=O.CN([CH:14]=[O:15])C1C=CC=CC=1.[CH3:16][C:17]1[C:23]([OH:24])=[CH:22][CH:21]=[CH:20][C:18]=1[OH:19]>CCOCC>[OH:19][C:18]1[C:17]([CH3:16])=[C:23]([OH:24])[CH:22]=[CH:21][C:20]=1[CH:14]=[O:15]. Isolated yield 56.8%. Run in CCOCC (ether). Product: OC1=C(C=O)C=CC(=C1C)O (2,4-Dihydroxy-3-methylbenzaldehyde).